This data is from the Open Reaction Database (ORD), a public repository of structured organic reaction records. The task is: describe an organic reaction: reactants, conditions, products, and yield Reactants: NC=1C=C(C=CC1O)C(C(=O)OCC)C (ethyl 3-amino-4-hydroxy-phenyl-propionate), FC1=CC=C(C=C1)CC(=O)O (4-fluoro-phenyl-acetic acid), C1(=CC=C(C=C1)S(=O)(=O)O)C (p-toluene sulphonic acid), C=1(C(=CC=CC1)C)C (xylene). Solvent: O (water). The product is FC1=CC=C(CC=2OC3=C(N2)C=C(C=C3)C(C(=O)O)C)C=C1 (2-[2-(4-fluorobenzyl)-5-benzoxazolyl]propionic acid). Reaction SMILES: [NH2:1][C:2]1[CH:3]=[C:4]([CH:9]([CH3:15])[C:10]([O:12]CC)=[O:11])[CH:5]=[CH:6][C:7]=1[OH:8].[F:16][C:17]1[CH:22]=[CH:21][C:20]([CH2:23][C:24](O)=O)=[CH:19][CH:18]=1.C1(C)C=CC(S(O)(=O)=O)=CC=1.C1(C)C(C)=CC=CC=1>O>[F:16][C:17]1[CH:22]=[CH:21][C:20]([CH2:23][C:24]2[O:8][C:7]3[CH:6]=[CH:5][C:4]([CH:9]([CH3:15])[C:10]([OH:12])=[O:11])=[CH:3][C:2]=3[N:1]=2)=[CH:19][CH:18]=1. Reported procedure: A mixture of ethyl 3-amino-4-hydroxy-phenyl-propionate (4 g.), 4-fluoro-phenyl-acetic acid (3 g.), p-toluene sulphonic acid (0.1 g.) and xylene (50 ml.) was heated under reflux for 20 hours and the water which formed was removed using a Dean and Stark apparatus. The solution was evaporated to dryness and the residue dissolved in ether. The solution was washed with 2N-sodium hydroxide solution (x2) and water, then stirred with charcoal and anhydrous sodium sulphate, filtered and evaporated to dry...